This data is from the Open Reaction Database (ORD), a public repository of structured organic reaction records. The task is: describe an organic reaction: reactants, conditions, products, and yield The reactants are NC1=CC=CC=C1 (aniline), COC1=CC=C(C=C1)COC=1C=C(C=CC1)N (3-[4-Methoxy(phenylmethoxy)]benzenamine), C([O-])(O)=O.[Na+] (sodium bicarbonate), ClCC(=O)OC (methyl chloracetate). Solvent: O (Water), C(C)#N (acetonitrile). The product is ether-hexane, COC1=CC=C(C=C1)COC=1C=C(C=CC1)NCC(=O)OC (N-[3-(4-Methoxyphenylmethoxy)phenyl]glycine, methyl ester). RXN SMILES: NC1C=CC=CC=1.[CH3:8][O:9][C:10]1[CH:15]=[CH:14][C:13]([CH2:16][O:17][C:18]2[CH:19]=[C:20]([NH2:24])[CH:21]=[CH:22][CH:23]=2)=[CH:12][CH:11]=1.C(=O)(O)[O-].[Na+].Cl[CH2:31][C:32]([O:34][CH3:35])=[O:33]>C(#N)C.O>[CH3:8][O:9][C:10]1[CH:11]=[CH:12][C:13]([CH2:16][O:17][C:18]2[CH:19]=[C:20]([NH:24][CH2:31][C:32]([O:34][CH3:35])=[O:33])[CH:21]=[CH:22][CH:23]=2)=[CH:14][CH:15]=1 |f:2.3|. Procedure details: A mixture of the aniline (Intermediate 87, 24.6 g, 107.3 mmol), sodium bicarbonate (13.5 g, 161 mmol) and methyl chloracetate (10.1 ml, 118 mmol) in acetonitrile (30 ml) was heated at 90°-100° for 48 h. Water (200 ml) was added and the mixture extracted with ethyl acetate (3×100 ml). The combined extracts were washed with water (2×100 ml) and brine (100 ml) before drying (Na2SO4) and evaporating in vacuo to leave the crude product as a peach solid. Trituration with ether-hexane (1:1) gave the ti... Starting materials: CC(C)(COC1CCCCO1)c1cc(NC(=O)C2CCN2c2ncc(C(F)(F)F)cc2Cl)on1, CCO, Cc1ccc(S(=O)(=O)[O-])cc1, c1cc[nH+]cc1. Product: CC(C)(CO)c1cc(NC(=O)C2CCN2c2ncc(C(F)(F)F)cc2Cl)on1. As a reaction SMILES: [CH3:18][C:19]([CH2:20][O:21][CH:22]1[CH2:23][CH2:24][CH2:25][CH2:26][O:27]1)([CH3:28])[c:29]1[n:30][o:31][c:32]([NH:34][C:35](=[O:36])[CH:37]2[N:38]([c:41]3[n:42][cH:43][c:44]([C:48]([F:49])([F:50])[F:51])[cH:45][c:46]3[Cl:47])[CH2:39][CH2:40]2)[cH:33]1.[CH3:52][CH2:53][OH:54].[c:1]1([CH3:2])[cH:3][cH:4][c:5]([S:6]([O-:7])(=[O:8])=[O:9])[cH:10][cH:11]1.[nH+:12]1[cH:13][cH:14][cH:15][cH:16][cH:17]1>>[CH3:18][C:19]([CH2:20][OH:21])([CH3:28])[c:29]1[n:30][o:31][c:32]([NH:34][C:35](=[O:36])[CH:37]2[N:38]([c:41]3[n:42][cH:43][c:44]([C:48]([F:49])([F:50])[F:51])[cH:45][c:46]3[Cl:47])[CH2:39][CH2:40]2)[cH:33]1. Reactants: O1COC2=C1C=CC(=C2)C(CC(=O)OC(C)C)=O (Isopropyl 3-(1,3-benzodioxol-5-yl)-3-oxopropionate), C(=S)=S (carbon disulfide), resultant mixture, ice water, Cl\C=C/Cl (cis-1,2-dichloroethylene). Solvent: CS(=O)C (DMSO), [OH-].[K+] (potassium hydroxide). Reaction conditions: time 1 hour. Yields the product S1C(SC=C1)=C(C(=O)OC(C)C)C(=O)C1=CC2=C(C=C1)OCO2 (isopropyl 2-(1,3-dithiol-2-ylidene)-3-[3,4-(methylenedioxy)phenyl]-3-oxopropionate), crystals. Yield: 11.0%. As a reaction SMILES: [O:1]1[C:5]2[CH:6]=[CH:7][C:8]([C:10](=[O:18])[CH2:11][C:12]([O:14][CH:15]([CH3:17])[CH3:16])=[O:13])=[CH:9][C:4]=2[O:3][CH2:2]1.Cl/[CH:20]=[CH:21]\Cl.[C:23](=[S:25])=[S:24]>CS(C)=O.[OH-].[K+]>[S:24]1[CH:21]=[CH:20][S:25][C:23]1=[C:11]([C:10]([C:8]1[CH:7]=[CH:6][C:5]2[O:1][CH2:2][O:3][C:4]=2[CH:9]=1)=[O:18])[C:12]([O:14][CH:15]([CH3:16])[CH3:17])=[O:13] |f:4.5|. Procedure: Isopropyl 3-(1,3-benzodioxol-5-yl)-3-oxopropionate (2.5 g) was dissolved in 30 ml of DMSO, to which 2.2 ml of 10N potassium hydroxide and 0.7 ml of carbon disulfide were added under ice cooling. The temperature of the resulting mixture was allowed to rise to room temperature, at which the mixture was stirred for 1 hour. The reaction mixture then turned to a reddish clear solution. After the reaction mixture was ice-cooled again, 1.066 g of cis-1,2-dichloroethylene were added, the temperature of ... Reactants: Cl (Hydrogen chloride), BrC1=CC2=C(NC3=C2C=C(N=C3)C(=O)NN)N=C1 (3-bromo-9H-dipyrido[2,3-b;4′,3′-d]pyrrole-6-carboxylic acid hydrazide), C([O-])(O)=O.[Na+] (sodium bicarbonate), N(=O)[O-].[Na+] (sodium nitrite), N(=O)[O-].[Na+] (sodium nitrite), N(=O)[O-].[Na+] (sodium nitrite). The solvent is O (water), O (water), O (water), O (water). Reaction conditions: temperature 0 celsius, time 1 hour. Product: BrC1=CC2=C(NC3=C2C=C(N=C3)C(=O)N=[N+]=[N-])N=C1 (3-Bromo-9H-dipyrido[2,3-b;4′,3′-d]pyrrole-6-carboxylic acid azide). As a reaction SMILES: Cl.[Br:2][C:3]1[CH:19]=[N:18][C:6]2[NH:7][C:8]3[CH:13]=[N:12][C:11]([C:14]([NH:16][NH2:17])=[O:15])=[CH:10][C:9]=3[C:5]=2[CH:4]=1.[N:20]([O-])=O.[Na+].C(=O)(O)[O-].[Na+]>O>[Br:2][C:3]1[CH:19]=[N:18][C:6]2[NH:7][C:8]3[CH:13]=[N:12][C:11]([C:14]([N:16]=[N+:17]=[N-:20])=[O:15])=[CH:10][C:9]=3[C:5]=2[CH:4]=1 |f:2.3,4.5|. Procedure details: Hydrogen chloride (3.0 mL, 90 mmol) was added dropwise to a suspension of 3-bromo-9H-dipyrido[2,3-b;4′,3′-d]pyrrole-6-carboxylic acid hydrazide (530 mg, 1.73 mmol) in water (12.4 mL). Once homogeneous, the solution was cooled to 0° C. and a solution of 3N sodium nitrite in water (0.60 mL, 2.0 mmol) was added to the mixture. After 1 h, added another 1.03 eq. of 3N sodium nitrite in water (0.60 mL, 2.0 mmol) and allowed the reaction to warm to ambient temperature over night. After 17 h at room tem... Reactants: O=S(=O)(Cl)c1ccc(Br)cc1, CC(C)(C)OC(=O)C=Cc1cc[nH]c1, C1CCOC1, [H-], [Na+], O. Yields the product CC(C)(C)OC(=O)C=Cc1ccn(S(=O)(=O)c2ccc(Br)cc2)c1. Reaction SMILES: [Br:22][c:23]1[cH:24][cH:25][c:26]([S:29](=[O:30])(=[O:31])[Cl:32])[cH:27][cH:28]1.[C:8]([CH3:9])([CH3:10])([CH3:11])[O:12][C:13]([CH:14]=[CH:15][c:16]1[cH:17][nH:18][cH:19][cH:20]1)=[O:21].[CH2:3]1[O:4][CH2:5][CH2:6][CH2:7]1.[H-:2].[Na+:1].[OH2:33]>>[C:8]([CH3:9])([CH3:10])([CH3:11])[O:12][C:13]([CH:14]=[CH:15][c:16]1[cH:17][n:18]([S:29]([c:26]2[cH:25][cH:24][c:23]([Br:22])[cH:28][cH:27]2)(=[O:30])=[O:31])[cH:19][cH:20]1)=[O:21].